This data is from the Open Reaction Database (ORD), a public repository of structured organic reaction records. The task is: describe an organic reaction: reactants, conditions, products, and yield As a reaction SMILES: [Cl:1][C:2]1[CH:3]=[C:4](I)[CH:5]=[C:6]([Cl:8])[CH:7]=1.[NH:10]1[CH2:15][CH2:14][O:13][CH2:12][CH2:11]1.C1C=CC(P(C2C=CC3C(=CC=CC=3)C=2C2C3C(=CC=CC=3)C=CC=2P(C2C=CC=CC=2)C2C=CC=CC=2)C2C=CC=CC=2)=CC=1.CC(C)([O-])C.[Na+]>C1COCC1.C1C=CC(/C=C/C(/C=C/C2C=CC=CC=2)=O)=CC=1.C1C=CC(/C=C/C(/C=C/C2C=CC=CC=2)=O)=CC=1.C1C=CC(/C=C/C(/C=C/C2C=CC=CC=2)=O)=CC=1.[Pd].[Pd]>[Cl:1][C:2]1[CH:3]=[C:4]([N:10]2[CH2:15][CH2:14][O:13][CH2:12][CH2:11]2)[CH:5]=[C:6]([Cl:8])[CH:7]=1 |f:3.4,6.7.8.9.10|. The product is ClC=1C=C(C=C(C1)Cl)N1CCOCC1 (4-(3,5-dichlorophenyl)-morpholine). Reagents/catalysts: C=1C=CC(=CC1)/C=C/C(=O)/C=C/C2=CC=CC=C2.C=1C=CC(=CC1)/C=C/C(=O)/C=C/C2=CC=CC=C2.C=1C=CC(=CC1)/C=C/C(=O)/C=C/C2=CC=CC=C2.[Pd].[Pd] (Pd2(dba)3). The reactants are ClC=1C=C(C=C(C1)Cl)I (3,5-dichloroiodobenzene), N1CCOCC1 (morpholine), C1=CC=C(C=C1)P(C2=CC=CC=C2)C3=C(C4=CC=CC=C4C=C3)C5=C(C=CC6=CC=CC=C65)P(C7=CC=CC=C7)C8=CC=CC=C8 ((+/−) BINAP), CC(C)([O-])C.[Na+] (sodium tert-butoxide). Procedure: To a solution of 3,5-dichloroiodobenzene (272 mg, 1 mmol) in anhydrous THF (3 mL) was added morpholine (200 μL, 2 mmol), catalytic (+/−) BINAP (6 mol %), catalytic Pd2(dba)3 (3 mol %) and sodium tert-butoxide (192 mg, 2 mmol). The mixture was sparged with N2 for 5 minutes, then the vial was sealed and heated at 80° C. for 18 h. The reaction mixture was directly purified via flash chromatography on silica gel, eluting with a 0-50% gradient of ethyl acetate/heptane to obtain 4-(3,5-dichlorophenyl)... Conditions: temperature 80 celsius. Solvent: C1CCOC1 (THF).